Dataset: the Open Reaction Database (ORD), a public repository of structured organic reaction records. Task: describe an organic reaction: reactants, conditions, products, and yield Reactants: BrC1=C(C=C(C=C1)Cl)CF (1-bromo-4-chloro-2-(fluoromethyl)benzene), C(CCC)[Li] (n-butyl lithium), [Cl-].[NH4+] (ammonium chloride), CN(C)C=O (DMF). The solvent is C1CCOC1 (THF), C1CCOC1 (THF), C(C)OCC (diethyl ether). Conditions: temperature -75 celsius, time 30 minute. Product: ClC1=CC(=C(C=O)C=C1)CF (4-chloro-2-(fluoromethyl)benzaldehyde). The yield is 39.5%. Reaction SMILES: Br[C:2]1[CH:7]=[CH:6][C:5]([Cl:8])=[CH:4][C:3]=1[CH2:9][F:10].C([Li])CCC.CN([CH:19]=[O:20])C.[Cl-].[NH4+]>C1COCC1.C(OCC)C>[Cl:8][C:5]1[CH:6]=[CH:7][C:2]([CH:19]=[O:20])=[C:3]([CH2:9][F:10])[CH:4]=1 |f:3.4|. Reported procedure: To a solution of 1-bromo-4-chloro-2-(fluoromethyl)benzene (0.5 g, 2.2 mmol) in anhydrous THF (20 mL) was added a solution of n-butyl lithium (1.0 mL, 2.5 M in hexanes, 2.5 mmol) in anhydrous THF (10 mL), at about −75° C. The resulting mixture was stirred for about 30 min at about −75° C. and then DMF (0.34 mL, 4.5 mmol) was added slowly. Over about 1 h the mixture was warmed to about −55° C. and then saturated aqueous ammonium chloride (10 mL) was added followed by diethyl ether (50 mL). The lay... The reactants are Cl (hydrochloride), compound, C(C)(C)(C)OC(=O)N(CC(=O)NCC)CCCN1C(SC=C1C1=CC=C(C=C1)F)=NC1=C(C=C(C=C1)Cl)OC (N2-(tert-Butoxycarbonyl)-N2-{3-[2-[(4-chloro-2-methoxyphenyl)-imino]-4-(4-fluorophenyl)thiazol-3(2H)-yl]propyl}-N1-ethylglycinamide), Example 9 ( 2 ). The product is ClC1=CC(=C(C=C1)N=C1SC=C(N1CCCNCC(=O)NCC)C1=CC=C(C=C1)F)OC (N2-{3-[2-[(4-chloro-2-methoxyphenyl)imino]-4-(4-fluorophenyl)-thiazol-3(2H)-yl]propyl}-N1-ethylglycinamide). As a reaction SMILES: C(OC([N:8]([CH2:15][CH2:16][CH2:17][N:18]1[C:22]([C:23]2[CH:28]=[CH:27][C:26]([F:29])=[CH:25][CH:24]=2)=[CH:21][S:20][C:19]1=[N:30][C:31]1[CH:36]=[CH:35][C:34]([Cl:37])=[CH:33][C:32]=1[O:38][CH3:39])[CH2:9][C:10]([NH:12][CH2:13][CH3:14])=[O:11])=O)(C)(C)C.Cl>>[Cl:37][C:34]1[CH:35]=[CH:36][C:31]([N:30]=[C:19]2[N:18]([CH2:17][CH2:16][CH2:15][NH:8][CH2:9][C:10]([NH:12][CH2:13][CH3:14])=[O:11])[C:22]([C:23]3[CH:28]=[CH:27][C:26]([F:29])=[CH:25][CH:24]=3)=[CH:21][S:20]2)=[C:32]([O:38][CH3:39])[CH:33]=1. Procedure: The compound (900 mg) obtained in the above (1) was treated in a similar manner to in Example 9 (2) to give the title compound (850 mg) as hydrochloride. Starting materials: C[O-].[Na+] (sodium methoxide), C[O-].[Na+] (sodium methoxide), C[O-].[Na+] (sodium methoxide), BrC=1N(C2=NC(=NC(=C2N1)N)O[C@H](CCC)C)C1OCCCC1 (8-Bromo-2-{[(1S)-1-methylbutyl]oxy}-9-(tetrahydro-2H-pyran-2-yl)-9H-purin-6-amine). The solvent is CO (methanol), CO (methanol), CO (methanol), CO (methanol). Conditions: temperature 90 celsius, time 16 hour. The product is C[C@@H](CCC)OC1=NC(=C2N=C(N(C2=N1)C1OCCCC1)OC)N (2-{[(1S)-1-Methylbutyl]oxy}-8-(methyloxy)-9-(tetrahydro-2H-pyran-2-yl)-9H-purin-6-amine). RXN SMILES: Br[C:2]1[N:3]([CH:18]2[CH2:23][CH2:22][CH2:21][CH2:20][O:19]2)[C:4]2[C:9]([N:10]=1)=[C:8]([NH2:11])[N:7]=[C:6]([O:12][C@@H:13]([CH3:17])[CH2:14][CH2:15][CH3:16])[N:5]=2.[CH3:24][O-:25].[Na+]>CO>[CH3:17][C@H:13]([O:12][C:6]1[N:5]=[C:4]2[C:9]([N:10]=[C:2]([O:25][CH3:24])[N:3]2[CH:18]2[CH2:23][CH2:22][CH2:21][CH2:20][O:19]2)=[C:8]([NH2:11])[N:7]=1)[CH2:14][CH2:15][CH3:16] |f:1.2|. Procedure details: 8-Bromo-2-{[(1S)-1-methylbutyl]oxy}-9-(tetrahydro-2H-pyran-2-yl)-9H-purin-6-amine (7.1 g, 18.48 mmol) was dissolved in anhydrous methanol (70 ml) and a solution of sodium methoxide (25%) in methanol (8 ml) was added dropwise under an atmosphere of nitrogen. The solution was heated to reflux at 90° C. for 4 hours under an atmosphere of nitrogen. Additional sodium methoxide in methanol (25% solution, 3 ml) was added and the reaction was stirred at 60° C. for a further 16 hours. An additional porti... Starting materials: C(=O)C1=C(N=C2N1C=CC=C2O[C@H]2[C@@H](CC1=CC=CC=C21)OS(=O)(=O)C)C (3-formyl-2-methyl-8-(2-(trans)-methylsulfonyloxy-2,3-dihydro-1-indenyloxy)-imidazo[1,2-a]pyridine), C(C)(=O)[O-].[K+] (potassium acetate), O1CCOCCOCCOCCOCCOCC1 (1,4,7,10,13,16-hexaoxacyclooctadecan), C(C)#N (acetonitrile). Run in ClCCl (dichloromethane). Conditions: temperature 70 celsius, time 1 hour. Yields the product C(=O)C1=C(N=C2N1C=CC=C2O[C@H]2[C@H](CC1=CC=CC=C21)O)C (3-formyl-8-(2-(cis)-hydroxy-2,3-dihydro-1-indenyloxy)-2-methyl-imidazo[1,2-a]pyridine). Yield: 14.4%. RXN SMILES: [CH:1]([C:3]1[N:7]2[CH:8]=[CH:9][CH:10]=[C:11]([O:12][C@@H:13]3[C:21]4[C:16](=[CH:17][CH:18]=[CH:19][CH:20]=4)[CH2:15][C@H:14]3[O:22]S(C)(=O)=O)[C:6]2=[N:5][C:4]=1[CH3:27])=[O:2].C([O-])(=O)C.[K+].O1CCOCCOCCOCCOCCOCC1.C(#N)C>ClCCl>[CH:1]([C:3]1[N:7]2[CH:8]=[CH:9][CH:10]=[C:11]([O:12][C@@H:13]3[C:21]4[C:16](=[CH:17][CH:18]=[CH:19][CH:20]=4)[CH2:15][C@@H:14]3[OH:22])[C:6]2=[N:5][C:4]=1[CH3:27])=[O:2] |f:1.2|. Procedure details: 1 g of 3-formyl-2-methyl-8-(2-(trans)-methylsulfonyloxy-2,3-dihydro-1-indenyloxy)-imidazo[1,2-a]pyridine is added to a mixture of 5.1 g of anhydrous potassium acetate, 13.8 g of 1,4,7,10,13,16-hexaoxacyclooctadecan ("18-crown-6) and 100 ml of anhydrous acetonitrile, while stirring and excluding any moisture. The brownish suspension is warmed for 18 hours at 70° C. and heated for a further 10 hours under reflux. After cooling, it is poured onto water and extraction carried out several times with ... Reactants: CCO, NS(=O)(=O)c1ccc(Cl)c([N+](=O)[O-])c1, NN, O. Yields the product NNc1ccc(S(N)(=O)=O)cc1[N+](=O)[O-]. As a reaction SMILES: [CH3:18][CH2:19][OH:20].[Cl:4][c:5]1[c:6]([N+:15](=[O:16])[O-:17])[cH:7][c:8]([S:11](=[O:12])(=[O:13])[NH2:14])[cH:9][cH:10]1.[NH2:2][NH2:3].[OH2:1]>>[NH:2]([NH2:3])[c:5]1[c:6]([N+:15](=[O:16])[O-:17])[cH:7][c:8]([S:11](=[O:12])(=[O:13])[NH2:14])[cH:9][cH:10]1.